From a dataset of the Open Reaction Database (ORD), a public repository of structured organic reaction records. describe an organic reaction: reactants, conditions, products, and yield Starting materials: [N-]=[N+]=[N-] (azide), N(=[N+]=[N-])C1CCC=2N(C3=CC=CC=C3C2CC(=O)OCCC)C1 (propyl (7-azido-6,7,8,9-tetrahydropyrido[1,2-α]indol-10-yl)acetate), esters, esters, CC(C#C)C1=CC=CC=C1 ((1-methylprop-2-yn-1-yl)benzene), BrC(C)C1=CC=CC=C1 ((1-bromoethyl)benzene), C(#C)[Si](C)(C)C (ethynyltrimethylsilane), [N-]=[N+]=[N-] (azide). Yields the product C1(=CC=CC=C1)C(C)C1=CN=NN1[C@@H]1CCC=2N(C3=CC=CC=C3C2CC(=O)O)C1 ({(R)-7-[5-(1-Phenyl-ethyl)-[1,2,3]triazol-1-yl]-6,7,8,9-tetrahydropyrido[1,2-α]indol-10-yl}-acetic acid). RXN SMILES: [N:1]([CH:4]1[CH2:23][N:8]2[C:9]3[C:14]([C:15]([CH2:16][C:17]([O:19]CCC)=[O:18])=[C:7]2[CH2:6][CH2:5]1)=[CH:13][CH:12]=[CH:11][CH:10]=3)=[N+:2]=[N-:3].[CH3:24][CH:25]([C:28]1[CH:33]=[CH:32][CH:31]=[CH:30][CH:29]=1)[C:26]#[CH:27].BrC(C1C=CC=CC=1)C.C([Si](C)(C)C)#C.[N-]=[N+]=[N-]>>[C:28]1([CH:25]([C:26]2[N:1]([C@H:4]3[CH2:23][N:8]4[C:9]5[C:14]([C:15]([CH2:16][C:17]([OH:19])=[O:18])=[C:7]4[CH2:6][CH2:5]3)=[CH:13][CH:12]=[CH:11][CH:10]=5)[N:2]=[N:3][CH:27]=2)[CH3:24])[CH:33]=[CH:32][CH:31]=[CH:30][CH:29]=1. Reported procedure: The title compound was prepared using procedures described in EXAMPLE 8 from both enantiomerically pure propyl (7-azido-6,7,8,9-tetrahydropyrido[1,2-α]indol-10-yl)acetate and (1-methylprop-2-yn-1-yl)benzene prepared from (1-bromoethyl)benzene and ethynyltrimethylsilane. The resulting diastereoisomeric esters derived from the chiral azide with the retention time of 10.3 min from EXAMPLE 6 were separated by flash chromatography using a gradient of 10-70% EA/Hex to afford after standard hydrolysis ...